Dataset: the Open Reaction Database (ORD), a public repository of structured organic reaction records. Task: describe an organic reaction: reactants, conditions, products, and yield Reaction conditions: time 15 minute. Yield: 57.5%. Reaction SMILES: [CH3:1][N:2]([CH3:32])[C:3]1[N:7]([C:8]2[C:13]([Cl:14])=[CH:12][C:11]([Cl:15])=[CH:10][C:9]=2[Cl:16])[N:6]=[C:5]([S:17][CH3:18])[C:4]=1[CH2:19][N:20]1[CH:29]([CH2:30][OH:31])[CH2:28][C:27]2[C:22](=[CH:23][CH:24]=[CH:25][CH:26]=2)[CH2:21]1.[H-].[Na+].[CH3:35]I>O1CCCC1>[CH3:35][O:31][CH2:30][CH:29]1[CH2:28][C:27]2[C:22](=[CH:23][CH:24]=[CH:25][CH:26]=2)[CH2:21][N:20]1[CH2:19][C:4]1[C:5]([S:17][CH3:18])=[N:6][N:7]([C:8]2[C:9]([Cl:16])=[CH:10][C:11]([Cl:15])=[CH:12][C:13]=2[Cl:14])[C:3]=1[N:2]([CH3:1])[CH3:32] |f:1.2|. The solvent is O1CCCC1 (tetrahydrofuran). Reported procedure: To a solution of the racemic mixture of Example 7 (200 mg, 0.39 mmol) in anhydrous tetrahydrofuran (2.0 ml), sodium hydride (78 mg of 60% sodium hydride mineral oil dispersion; 46 mg, 2.0 mmol of sodium hydride) was added; and the resulting mixture was stirred for 15 minutes at ambient temperature. Methyl iodide (0.10 ml, 1.6 mmol) was added, and the mixture was stirred for 18 hours at ambient temperature. The solvent was removed in vacuo, and the residue was dissolved in ethyl acetate/water (20... Reactants: CN(C1=C(C(=NN1C1=C(C=C(C=C1Cl)Cl)Cl)SC)CN1CC2=CC=CC=C2CC1CO)C (Racemic {2-[5-Dimethylamino-3-methylsulfanyl-1-(2,4,6-trichloro-phenyl)-1H-pyrazol-4-ylmethyl]-1,2,3,4-tetrahydro-isoquinolin-3-yl}-methanol), [H-].[Na+] (sodium hydride), CI (Methyl iodide). Product: COCC1N(CC2=CC=CC=C2C1)CC1=C(N(N=C1SC)C1=C(C=C(C=C1Cl)Cl)Cl)N(C)C (Racemic [4-(3-Methoxymethyl-3,4-dihydro-1H-isoquinolin-2-ylmethyl)-5-methylsulfanyl-2-(2,4,6-trichloro-phenyl)-2H-pyrazol-3-yl]-dimethyl-amine). Starting materials: ClC=1C=NC2=CC=C(C=C2C1)C(=O)OC (Methyl 3-chloroquinoline-6-carboxylate), O.O.O.O.O.O.O.O.O.O.S(=O)(=O)([O-])[O-].[Na+].[Na+] (Sodium sulfate decahydrate). Solvent: C1CCOC1 (THF), C1CCOC1 (THF). Conditions: time 2 hour. Product: ClC=1C=NC2=CC=C(C=C2C1)CO ((3-chloroquinolin-6-yl)methanol). Reaction SMILES: [Cl:1][C:2]1[CH:3]=[N:4][C:5]2[C:10]([CH:11]=1)=[CH:9][C:8]([C:12](OC)=[O:13])=[CH:7][CH:6]=2.O.O.O.O.O.O.O.O.O.O.S([O-])([O-])(=O)=O.[Na+].[Na+]>C1COCC1>[Cl:1][C:2]1[CH:3]=[N:4][C:5]2[C:10]([CH:11]=1)=[CH:9][C:8]([CH2:12][OH:13])=[CH:7][CH:6]=2 |f:1.2.3.4.5.6.7.8.9.10.11.12.13|. Reported procedure: To a solution of Methyl 3-chloroquinoline-6-carboxylate (145 mg, 0.654 mmol) in THF (6 ml) Lithiumaluminium hydride 1M in THF (0.654 ml, 0.654 mmol) was added slowly at rt. The reaction was stirred for 2 h at rt. Sodium sulfate decahydrate was added to the reaction mixture to destroy the excess of Lithiumaluminium hydride. After 1 h, methanol was added and the fine suspension was filtered off. The filtrate was concentrated under vacuum, to afford crude (3-chloroquinolin-6-yl)methanol. MS (Method... Reactants: FC1=CC=C(C=C1)C1=C(C=CC=C1)NC(CC)=O (N-(4′-fluoro-1,1′-biphenyl-2-yl)propanamide), P(=O)(Cl)(Cl)Cl (phosphorous oxychloride). The product is C(C)C=1N=C2C=CC=CC2=C2C=CC(=CC12)F (6-Ethyl-8-fluorophenanthridine). RXN SMILES: [F:1][C:2]1[CH:7]=[CH:6][C:5]([C:8]2[CH:13]=[CH:12][CH:11]=[CH:10][C:9]=2[NH:14][C:15](=O)[CH2:16][CH3:17])=[CH:4][CH:3]=1.P(Cl)(Cl)(Cl)=O>>[CH2:16]([C:15]1[N:14]=[C:9]2[C:8](=[C:5]3[C:6]=1[CH:7]=[C:2]([F:1])[CH:3]=[CH:4]3)[CH:13]=[CH:12][CH:11]=[CH:10]2)[CH3:17]. Procedure: The title compound was prepared from N-(4′-fluoro-1,1′-biphenyl-2-yl)propanamide (5.00 g, 20.6 mmol) and phosphorous oxychloride (9.6 mL, 103 mmol), according to the procedure and in the same manner as described in Example 36, Step b to yield, after purification by re-crystallization from a mixture of ethyl acetate-hexane, 6-ethyl-8-fluorophenanthridine as a white solid (1.43 g, 31%, m.p. 105-106° C.; Starting materials: CCOC(=O)C(C(=O)c1ccc(Br)cc1)C1c2ccccc2Oc2ccccc21, CS(C)=O, O. Product: O=C(CC1c2ccccc2Oc2ccccc21)c1ccc(Br)cc1. Reaction SMILES: [Br:1][c:2]1[cH:3][cH:4][c:5]([C:6](=[O:7])[CH:8]([C:9]([O:10][CH2:11][CH3:12])=[O:13])[CH:14]2[c:15]3[cH:16][cH:17][cH:18][cH:19][c:20]3[O:21][c:22]3[cH:23][cH:24][cH:25][cH:26][c:27]32)[cH:28][cH:29]1.[CH3:30][S:31]([CH3:32])=[O:33].[OH2:34]>>[Br:1][c:2]1[cH:3][cH:4][c:5]([C:6](=[O:7])[CH2:8][CH:14]2[c:15]3[cH:16][cH:17][cH:18][cH:19][c:20]3[O:21][c:22]3[cH:23][cH:24][cH:25][cH:26][c:27]32)[cH:28][cH:29]1.